From a dataset of the Open Reaction Database (ORD), a public repository of structured organic reaction records. describe an organic reaction: reactants, conditions, products, and yield Reactants: O1C(CCCC1)OCC1=NOC(=C1)C1=CC(=CC(=C1)C(F)(F)F)C(F)(F)F (3-[(tetrahydro-2H-pyran-2-yloxy)methyl]-5-[3,5-bis(trifluoromethyl)phenyl]isoxazole), C(=O)(C(F)(F)F)O (TFA). Run in C(Cl)Cl (DCM). Run at time 8 hour. Product: FC(C=1C=C(C=C(C1)C(F)(F)F)C1=CC(=NO1)CO)(F)F ({5-[3,5-bis(Trifluoromethyl)phenyl]-3-isoxazolyl}methanol). Isolated yield 69.0%. RXN SMILES: O1CCCCC1[O:7][CH2:8][C:9]1[CH:13]=[C:12]([C:14]2[CH:19]=[C:18]([C:20]([F:23])([F:22])[F:21])[CH:17]=[C:16]([C:24]([F:27])([F:26])[F:25])[CH:15]=2)[O:11][N:10]=1.C(O)(C(F)(F)F)=O>C(Cl)Cl>[F:27][C:24]([F:25])([F:26])[C:16]1[CH:15]=[C:14]([C:12]2[O:11][N:10]=[C:9]([CH2:8][OH:7])[CH:13]=2)[CH:19]=[C:18]([C:20]([F:21])([F:22])[F:23])[CH:17]=1. Procedure: To a solution of 3-[(tetrahydro-2H-pyran-2-yloxy)methyl]-5-[3,5-bis(trifluoromethyl)phenyl]isoxazole (Example 323A) (0.590 g, 1.49 mmol) in DCM (15 mL) was added TFA (1.5 mL). The reaction is stirred at rt overnight. Solvent and excess TFA were removed in vacuo. The residue was purified by radial chromatography (0-60% EtOAc-hexanes gradient) to afford the title compound (0.320 g, 69% yield): MS (ES) m/z 312 (M+1). Procedure details: To a solution of 2.53 g (2.93 mL, 14.5 mmol) of 1-methoxy-1-trimethylsiloxy-2-methyl-1-propene and 0.5 mL of tetrabutylammonium biacetate (0.1 M in propylene carbonate) in 40 mL of THF was added dropwise a mixture of 29.8 g (33.7 mL, 0.189 mole) of trimethylsilyl methacrylate and 14.5 g (14.5 mL, 0.0582 mole) of ethoxytriethylene glycol methacrylate. The temperature of the reaction mixture rose from 26° C. to 40° C. After addition of an additional 0.5 mL of tetrabutylammonium biacetate (0.1 M in... Run in C1(OCC(C)O1)=O (propylene carbonate), C1CCOC1 (THF), C1(OCC(C)O1)=O (propylene carbonate), C1(OCC(C)O1)=O (propylene carbonate). The product is C(C(=C)C)(=O)O (methacrylic acid), C(C(=C)C)(=O)O.C(C)OC(COCCOCCO)O (ethoxytriethylene glycol methacrylate), b-2-phenylethyl methacrylate. RXN SMILES: C[O:2][C:3]([O:7][Si](C)(C)C)=[C:4]([CH3:6])[CH3:5].C([N+](CCCC)(CCCC)CCCC)CCC.[C:29]([O:34][Si](C)(C)C)(=[O:33])[C:30]([CH3:32])=[CH2:31].C(O)(=O)C(C)=C.[CH2:45]([O:47][CH:48]([OH:57])[CH2:49][O:50][CH2:51][CH2:52][O:53][CH2:54][CH2:55][OH:56])[CH3:46].C(OCCC1C=CC=CC=1)(=O)C(C)=C.[F-].C([N+](CCCC)(CCCC)CCCC)CCC>C1(=O)OC(C)CO1.C1COCC1>[C:3]([OH:7])(=[O:2])[C:4]([CH3:6])=[CH2:5].[C:29]([OH:34])(=[O:33])[C:30]([CH3:32])=[CH2:31].[CH2:45]([O:47][CH:48]([OH:57])[CH2:49][O:50][CH2:51][CH2:52][O:53][CH2:54][CH2:55][OH:56])[CH3:46] |f:3.4,6.7,11.12|. Starting materials: C(C(=C)C)(=O)O[Si](C)(C)C (trimethylsilyl methacrylate), C(C(=C)C)(=O)O.C(C)OC(COCCOCCO)O (ethoxytriethylene glycol methacrylate), C(C(=C)C)(=O)O[Si](C)(C)C (trimethylsilyl methacrylate), b-2-phenylethyl methacrylate, [F-].C(CCC)[N+](CCCC)(CCCC)CCCC (tetrabutylammonium fluoride), C(C(=C)C)(=O)O.C(C)OC(COCCOCCO)O (ethoxytriethylene glycol methacrylate), C(C(=C)C)(=O)OCCC1=CC=CC=C1 (2-phenylethyl methacrylate), COC(=C(C)C)O[Si](C)(C)C (1-methoxy-1-trimethylsiloxy-2-methyl-1-propene), C(CCC)[N+](CCCC)(CCCC)CCCC (tetrabutylammonium), C(CCC)[N+](CCCC)(CCCC)CCCC (tetrabutylammonium), C(CCC)[N+](CCCC)(CCCC)CCCC (tetrabutylammonium). Conditions: time 8 hour. Reactants: SC=1C(=C(C(=O)O)C=CC1)C (3-mercapto-2-methylbenzoic acid), C([O-])([O-])=O.[Cs+].[Cs+] (cesium carbonate), IC (iodomethane), CN(C=O)C (dimethylformamide). The solvent is C(C)(=O)OCC (ethyl acetate). Run at time 2 hour. Product: CC1=C(C(=O)OC)C=CC=C1SC (methyl 2-methyl-3-(methylthio)benzoate). Isolated yield 58.0%. As a reaction SMILES: [SH:1][C:2]1[C:3]([CH3:11])=[C:4]([CH:8]=[CH:9][CH:10]=1)[C:5](O)=[O:6].[C:12](=O)([O-])[O-].[Cs+].[Cs+].IC.CN(C)[CH:22]=[O:23]>C(OCC)(=O)C>[CH3:11][C:3]1[C:2]([S:1][CH3:12])=[CH:10][CH:9]=[CH:8][C:4]=1[C:5]([O:23][CH3:22])=[O:6] |f:1.2.3|. Reported procedure: A mixture of 3-mercapto-2-methylbenzoic acid (180 mg, 1.05 mmol), cesium carbonate (690 mg, 2.1 mmol) and iodomethane (132 L1, 2.10 mmol) in dimethylformamide (3 mL) was stirred at room temperature for 2 hours. The mixture was diluted with ethyl acetate then washed with 5% aqueous lithium chloride, 1N aqueous sodium hydroxide, and brine then dried over anhydrous sodium sulfate. Filtration and concentration afforded 138 mg, 0.62 mmol (58%) of methyl 2-methyl-3-(methylthio)benzoate. 1H NMR (400 MH... Run at time 2 day. Procedure: Sodium hydride (60% dispersion in mineral oil; 0.65 g, 16 mmol) was added portionwise at room temperature to a stirred solution of (8-carboxy-octyl)-triphenyl-phosphonium bromide (2.8 g, 5.6 mmol) in tetrahydrofuran (30 mL) at room temperature, then after 1 hour 2,6-dimethylbenzaldehyde (757 mg, 5.64 mmol) was added portionwise to the reaction mixture and the solution stirred for 2 days at room temperature. On reaction completion, water (10 ml) was added and the solution acidified to pH 3 with c... Solvent: O1CCCC1 (tetrahydrofuran), O (water). The product is CC1=C(C(=CC=C1)C)C=CCCCCCCCC(=O)O (10-(2,6-dimethyl-phenyl)-dec-9-enoic acid). RXN SMILES: [H-].[Na+].[Br-].[C:4]([CH2:7][CH2:8][CH2:9][CH2:10][CH2:11][CH2:12][CH2:13][CH2:14][P+](C1C=CC=CC=1)(C1C=CC=CC=1)C1C=CC=CC=1)([OH:6])=[O:5].[CH3:34][C:35]1[CH:42]=[CH:41][CH:40]=[C:39]([CH3:43])[C:36]=1[CH:37]=O.Cl>O1CCCC1.O>[CH3:34][C:35]1[CH:42]=[CH:41][CH:40]=[C:39]([CH3:43])[C:36]=1[CH:37]=[CH:14][CH2:13][CH2:12][CH2:11][CH2:10][CH2:9][CH2:8][CH2:7][C:4]([OH:6])=[O:5] |f:0.1,2.3|. Starting materials: CC1=C(C=O)C(=CC=C1)C (2,6-dimethylbenzaldehyde), Cl (hydrochloric acid), [H-].[Na+] (Sodium hydride), [Br-].C(=O)(O)CCCCCCCC[P+](C1=CC=CC=C1)(C1=CC=CC=C1)C1=CC=CC=C1 ((8-carboxy-octyl)-triphenyl-phosphonium bromide). Reactants: C(C)(C)(C)OC(=O)NN (tert-butoxycarbonylhydrazine), COC(CBr)OC (bromoacetoaldehyde dimethyl acetal), C([O-])([O-])=O.[K+].[K+] (potassium carbonate), [I-].[K+] (potassium iodide), CN(C)C=O (DMF), O.C1(=CC=C(C=C1)S(=O)(=O)O)C (p-toluenesulfonic acid hydrate). The solvent is C1(=CC=CC=C1)C (toluene). Conditions: temperature 70 celsius, time 15 hour. Product: C(C1=CC=CC=C1)OC(=O)N1CC(N(C=C1)NC(=O)OC(C)(C)C)=O (4-benzyloxycarbonyl-1-(tert-butoxycarbonylamino)-2-oxo-1,2,3,4-tetrahydropyrazine). Reaction SMILES: [C:1]([O:5][C:6]([NH:8][NH2:9])=[O:7])([CH3:4])([CH3:3])[CH3:2].CO[CH:12]([O:15]C)[CH2:13]Br.[C:17](=O)([O-])[O-].[K+].[K+].[I-].[K+].[OH2:25].[C:26]1([CH3:36])[CH:31]=[CH:30][C:29](S(O)(=O)=O)=[CH:28][CH:27]=1.[CH3:37][N:38]([CH:40]=[O:41])C>C1(C)C=CC=CC=1>[CH2:36]([O:25][C:40]([N:38]1[CH:37]=[CH:17][N:9]([NH:8][C:6]([O:5][C:1]([CH3:4])([CH3:3])[CH3:2])=[O:7])[C:12](=[O:15])[CH2:13]1)=[O:41])[C:26]1[CH:31]=[CH:30][CH:29]=[CH:28][CH:27]=1 |f:2.3.4,5.6,7.8|. Reported procedure: A mixture of tert-butoxycarbonylhydrazine (53 g), bromoacetoaldehyde dimethyl acetal (63.88 g), potassium carbonate (52 g) and potassium iodide (62.7 g) in DMF (350 ml) was stirred at 70° C. for 15 hours. Any insolubles were filtered off and the filtrate was combined with N-benzyloxycarbonyl glycine (79 g), HOBt (58 g) and WSC (87 g), and then stirred at room temperature for 15 hours. The reaction mixture was concentrated to obtain a residue, which was then partitioned between ethyl acetate and ...